This data is from the Open Reaction Database (ORD), a public repository of structured organic reaction records. The task is: describe an organic reaction: reactants, conditions, products, and yield Starting materials: C#CCN(Cc1ccc2nc(C)[nH]c(=O)c2c1)c1ccc(C(=O)NCC(O)c2ccccc2)cc1, CC(=O)OC(C)=O, CN(C)C=O, c1ccncc1. Product: C#CCN(Cc1ccc2nc(C)[nH]c(=O)c2c1)c1ccc(C(=O)NCC(OC(C)=O)c2ccccc2)cc1. Reaction SMILES: [CH3:1][c:2]1[n:3][c:4]2[cH:5][cH:6][c:7]([CH2:13][N:14]([CH2:15][C:16]#[CH:17])[c:18]3[cH:19][cH:20][c:21]([C:22](=[O:23])[NH:24][CH2:25][CH:26]([c:27]4[cH:28][cH:29][cH:30][cH:31][cH:32]4)[OH:33])[cH:34][cH:35]3)[cH:8][c:9]2[c:10](=[O:12])[nH:11]1.[CH3:36][C:37](=[O:38])[O:39][C:40](=[O:41])[CH3:42].[O:49]=[CH:50][N:51]([CH3:52])[CH3:53].[cH:43]1[cH:44][cH:45][n:46][cH:47][cH:48]1>>[CH3:1][c:2]1[n:3][c:4]2[cH:5][cH:6][c:7]([CH2:13][N:14]([CH2:15][C:16]#[CH:17])[c:18]3[cH:19][cH:20][c:21]([C:22](=[O:23])[NH:24][CH2:25][CH:26]([c:27]4[cH:28][cH:29][cH:30][cH:31][cH:32]4)[O:33][C:37]([CH3:36])=[O:38])[cH:34][cH:35]3)[cH:8][c:9]2[c:10](=[O:12])[nH:11]1. Yield: 98.0%. Yields the product C=1(C(=CC=CC1)C(=O)CN1C(C(CN(C2=C1C=C(C=C2)C)C2CCCCC2)N)=O)C (1-(2-toluoylmethyl)-2-oxo-3-amino-5-cyclohexyl-8-methyl-1,3,4,5-tetrahydro-2H-1,5-benzodiazepine). Reaction SMILES: [C:1]1([CH3:37])[C:2]([C:7]([CH2:9][N:10]2[C:16]3[CH:17]=[C:18]([CH3:21])[CH:19]=[CH:20][C:15]=3[N:14]([CH:22]3[CH2:27][CH2:26][CH2:25][CH2:24][CH2:23]3)[CH2:13][CH:12]([NH:28]C(OC(C)(C)C)=O)[C:11]2=[O:36])=[O:8])=[CH:3][CH:4]=[CH:5][CH:6]=1>Cl.O1CCOCC1>[C:1]1([CH3:37])[C:2]([C:7]([CH2:9][N:10]2[C:16]3[CH:17]=[C:18]([CH3:21])[CH:19]=[CH:20][C:15]=3[N:14]([CH:22]3[CH2:23][CH2:24][CH2:25][CH2:26][CH2:27]3)[CH2:13][CH:12]([NH2:28])[C:11]2=[O:36])=[O:8])=[CH:3][CH:4]=[CH:5][CH:6]=1 |f:1.2|. Reported procedure: 1-(2-Toluoylmethyl)-2-oxo-3-tert-butoxycarbonylamino-5-cyclohexyl-8-methyl-1,3,4,5-tetrahydro-2H-1,5-benzodiazepine (0.28 g) was dissolved in 4N HCl-dioxane (5 ml), the solution was stirred for one hour at 60° C. The reaction mixture was concentrated under reduced pressure, the residue was neutralized with saturated aqueous sodium bicarbonate, and extracted with methylene chloride. The organic layer was dried over anhydrous sodium sulfate, the solvent was evaporated under reduced pressure, to th... Run at temperature 60 celsius, time 1 hour. Starting materials: C=1(C(=CC=CC1)C(=O)CN1C(C(CN(C2=C1C=C(C=C2)C)C2CCCCC2)NC(=O)OC(C)(C)C)=O)C (1-(2-Toluoylmethyl)-2-oxo-3-tert-butoxycarbonylamino-5-cyclohexyl-8-methyl-1,3,4,5-tetrahydro-2H-1,5-benzodiazepine). Solvent: Cl.O1CCOCC1 (HCl dioxane). Starting materials: ClC=1C=CC(=C(C(=O)OC)C1)S(=O)(=O)C (methyl 5-chloro-2-(methylsulfonyl)benzoate), [BH4-].[Li+] (lithium borohydride). Run in O1C(CCC1)CCO (tetrahydrofuran-ethanol). Run at temperature 60 celsius, time 2 hour. The product is ClC=1C=CC(=C(C1)CO)S(=O)(=O)C ([5-chloro-2-(methylsulfonyl)phenyl]methanol). The yield is 89.3%. Reaction SMILES: [Cl:1][C:2]1[CH:3]=[CH:4][C:5]([S:12]([CH3:15])(=[O:14])=[O:13])=[C:6]([CH:11]=1)[C:7](OC)=[O:8].[BH4-].[Li+]>O1CCCC1CCO>[Cl:1][C:2]1[CH:3]=[CH:4][C:5]([S:12]([CH3:15])(=[O:14])=[O:13])=[C:6]([CH2:7][OH:8])[CH:11]=1 |f:1.2|. Procedure details: (Step 2) To a solution of methyl 5-chloro-2-(methylsulfonyl)benzoate obtained in Step 1 (2.65 g) in tetrahydrofuran-ethanol (50 ml+5 ml) was added lithium borohydride (348 mg) at 0° C. The mixture was stirred at 60° C. for 2 hr, treated with ice, and extracted with ethyl acetate. The extract was washed successively with 1N hydrochloric acid and saturated brine, and dried over magnesium sulfate. The solvent was evaporated under reduced pressure. The residue was purified by silica gel column chrom... Reactants: C(#CC(=O)OCC)C(=O)OCC (diethyl acetylenedicarboxylate), NC1=NC2=C(C(=NC1)C1=CC=C(C=C1)F)C=C(C(=C2)C)C (2-amino-7,8-dimethyl-5-(p-fluorophenyl)-3H-1,4-benzodiazepine). Solvent: C(C)O (ethanol). The product is C(=O)(OCC)C1=CC(N=C2N1C1=C(C(=NC2)C2=CC=C(C=C2)F)C=C(C(=C1)C)C)=O (1-carboethoxy-9,10-dimethyl-7-(p-fluorophenyl)pyrimido[1,2-a][1,4]benzodiazepin-3(5H)-one). Reaction SMILES: [NH2:1][C:2]1[CH2:8][N:7]=[C:6]([C:9]2[CH:14]=[CH:13][C:12]([F:15])=[CH:11][CH:10]=2)[C:5]2[CH:16]=[C:17]([CH3:21])[C:18]([CH3:20])=[CH:19][C:4]=2[N:3]=1.[C:22]([C:29](OCC)=[O:30])#[C:23][C:24]([O:26][CH2:27][CH3:28])=[O:25]>C(O)C>[C:24]([C:23]1[N:3]2[C:4]3[CH:19]=[C:18]([CH3:20])[C:17]([CH3:21])=[CH:16][C:5]=3[C:6]([C:9]3[CH:10]=[CH:11][C:12]([F:15])=[CH:13][CH:14]=3)=[N:7][CH2:8][C:2]2=[N:1][C:29](=[O:30])[CH:22]=1)([O:26][CH2:27][CH3:28])=[O:25]. Reported procedure: In the manner given in Example 27, 2-amino-7,8-dimethyl-5-(p-fluorophenyl)-3H-1,4-benzodiazepine was heated in ethanol with diethyl acetylenedicarboxylate to give 1-carboethoxy-9,10-dimethyl-7-(p-fluorophenyl)pyrimido[1,2-a][1,4]benzodiazepin-3(5H)-one. Reactants: O=C([O-])[O-], CS(C)=O, O=C(CBr)Nc1ccc(C2CCCCC2)cc1, [K+], [K+], O=c1[nH]c2ccccc2n1C1CCNCC1, O. Product: O=C(CN1CCC(n2c(=O)[nH]c3ccccc32)CC1)Nc1ccc(C2CCCCC2)cc1. Reaction SMILES: [C:34](=[O:35])([O-:36])[O-:37].[CH3:40][S:41]([CH3:42])=[O:43].[CH:1]1([c:7]2[cH:8][cH:9][c:10]([NH:13][C:14]([CH2:15][Br:16])=[O:17])[cH:11][cH:12]2)[CH2:2][CH2:3][CH2:4][CH2:5][CH2:6]1.[K+:38].[K+:39].[O:18]=[c:19]1[nH:20][c:21]2[c:22]([n:23]1[CH:24]1[CH2:25][CH2:26][NH:27][CH2:28][CH2:29]1)[cH:30][cH:31][cH:32][cH:33]2.[OH2:44]>>[CH:1]1([c:7]2[cH:8][cH:9][c:10]([NH:13][C:14]([CH2:15][N:27]3[CH2:26][CH2:25][CH:24]([n:23]4[c:19](=[O:18])[nH:20][c:21]5[c:22]4[cH:30][cH:31][cH:32][cH:33]5)[CH2:29][CH2:28]3)=[O:17])[cH:11][cH:12]2)[CH2:2][CH2:3][CH2:4][CH2:5][CH2:6]1. Starting materials: C(CC(=O)OCC)(=O)OCC (diethyl malonate), [Mg] (magnesium), C(CC)(=O)Cl (propionyl chloride), S(O)(O)(=O)=O (sulfuric acid). Solvent: C(C)O (ethanol), C(C)O (ethanol), C(Cl)(Cl)(Cl)Cl (carbontetrachloride), C(C)OCC (diethyl ether), C(C)OCC (Diethyl ether). Conditions: time 10 minute. Yields the product C(CC)(=O)CC(=O)OCC (ethyl propionylacetate). The yield is 27.5%. As a reaction SMILES: [C:1]([O:9][CH2:10][CH3:11])(=[O:8])[CH2:2][C:3]([O:5]CC)=O.[Mg].[C:13](Cl)(=O)[CH2:14]C.S(=O)(=O)(O)O>C(O)C.C(OCC)C.C(Cl)(Cl)(Cl)Cl>[C:3]([CH2:2][C:1]([O:9][CH2:10][CH3:11])=[O:8])(=[O:5])[CH2:13][CH3:14]. Reported procedure: A solution of diethyl malonate (80 g.) in ethanol (40 ml.) was added dropwise over 20 minutes to a mixture of magnesium (12.5 g.), carbontetrachloride (0.5 ml.) and ethanol (12.5 ml.) was stirred at room temperature for 10 minutes. Diethyl ether was added dropwise to the solution and refluxed under heating for 30 minutes. To the solution was added dropwise a solution of propionyl chloride (49 g.) in diethyl ether (50 ml.) under cooling over 10 minutes, and the mixture was refluxed under heating ... Starting materials: Cc1cc(Br)c2cnn(-c3cccc(C(=O)O)c3)c2c1, CC(=O)O, Cl, [Cu]I, N. The product is Cc1cc(N)c2cnn(-c3cccc(C(=O)O)c3)c2c1. RXN SMILES: [Br:1][c:2]1[c:3]2[cH:4][n:5][n:6](-[c:12]3[cH:13][c:14]([C:15](=[O:16])[OH:17])[cH:18][cH:19][cH:20]3)[c:7]2[cH:8][c:9]([CH3:11])[cH:10]1.[CH3:22][C:23](=[O:24])[OH:25].[ClH:21].[Cu:27][I:28].[NH3:26]>>[c:2]1([NH2:26])[c:3]2[cH:4][n:5][n:6](-[c:12]3[cH:13][c:14]([C:15](=[O:16])[OH:17])[cH:18][cH:19][cH:20]3)[c:7]2[cH:8][c:9]([CH3:11])[cH:10]1. Starting materials: N1(C=CC=2C1=NC=CC2)C2(CCCC2)C(=O)Cl (1-pyrrolo[2,3-b]pyridin-1-yl-cyclopentanecarbonyl chloride), [N+](=[N-])=C (diazomethane), [OH-].[K+] (KOH), CNC(=O)N (methylurea). The solvent is C(C)(=O)OCC (ethyl acetate), O1CCCC1 (tetrahydrofuran), CCCCCC (hexane), CCOCC (ether). Reaction conditions: time 1 hour. Yields the product [N+](=[N-])=CC(=O)C1(CCCC1)N1C=CC=2C1=NC=CC2 (2-diazo-1-(1-pyrrolo[2,3-b]pyridin-1-yl-cyclopentyl)-ethanone). The yield is 90.0%. RXN SMILES: [N:1]1([C:10]2([C:15](Cl)=[O:16])[CH2:14][CH2:13][CH2:12][CH2:11]2)[C:5]2=[N:6][CH:7]=[CH:8][CH:9]=[C:4]2[CH:3]=[CH:2]1.[N+:18](=[CH2:20])=[N-:19].CNC(N)=O.[OH-].[K+]>O1CCCC1.CCOCC.CCCCCC.C(OCC)(=O)C>[N+:18](=[CH:20][C:15]([C:10]1([N:1]2[C:5]3=[N:6][CH:7]=[CH:8][CH:9]=[C:4]3[CH:3]=[CH:2]2)[CH2:14][CH2:13][CH2:12][CH2:11]1)=[O:16])=[N-:19] |f:3.4|. Procedure details: To a solution of 1-pyrrolo[2,3-b]pyridin-1-yl-cyclopentanecarbonyl chloride (395) (1.2 g, 8.83 mmol) in tetrahydrofuran (80 mL) was dropwise added a solution of diazomethane [which was freshly synthesized following the standard procedure, starting from methylurea via formation of NMU and followed by KOH treatment] in ether (80 mL) at −5° C., while stirring very slowly. The reaction mixture was left standing for 1 h at 0° C. (TLC, 30% ethyl acetate in hexane, Rf=0.6). Volatiles were removed to ge... Reactants: CCCCc1ncc(CCC(=O)OCC)n1Cc1ccccc1Cl, CCO, Cl, [Na+], [OH-], O. The product is CCCCc1ncc(CCC(=O)O)n1Cc1ccccc1Cl. RXN SMILES: [CH2:1]([CH2:2][CH2:3][CH3:4])[c:5]1[n:6]([CH2:17][c:18]2[c:19]([Cl:24])[cH:20][cH:21][cH:22][cH:23]2)[c:7]([CH2:10][CH2:11][C:12](=[O:13])[O:14][CH2:15][CH3:16])[cH:8][n:9]1.[CH3:28][CH2:29][OH:30].[ClH:27].[Na+:26].[OH-:25].[OH2:31]>>[CH2:1]([CH2:2][CH2:3][CH3:4])[c:5]1[n:6]([CH2:17][c:18]2[c:19]([Cl:24])[cH:20][cH:21][cH:22][cH:23]2)[c:7]([CH2:10][CH2:11][C:12](=[O:13])[OH:14])[cH:8][n:9]1.